Dataset: the Open Reaction Database (ORD), a public repository of structured organic reaction records. Task: describe an organic reaction: reactants, conditions, products, and yield Reactants: O=C([O-])[O-], COc1cc(OCCN2CCCCC2)ccc1N, COC(=O)c1cccc(I)c1C(=O)OC, Cc1ccccc1, ClCCl, [Cs+], [Cs+], O=C(C=Cc1ccccc1)C=Cc1ccccc1, O=C(C=Cc1ccccc1)C=Cc1ccccc1, O=C(C=Cc1ccccc1)C=Cc1ccccc1, [Pd], [Pd]. Product: COC(=O)c1cccc(Nc2ccc(OCCN3CCCCC3)cc2OC)c1C(=O)OC. As a reaction SMILES: [C:34](=[O:35])([O-:36])[O-:37].[CH3:16][O:17][c:18]1[c:19]([NH2:33])[cH:20][cH:21][c:22]([O:24][CH2:25][CH2:26][N:27]2[CH2:28][CH2:29][CH2:30][CH2:31][CH2:32]2)[cH:23]1.[CH3:1][O:2][C:3]([c:4]1[c:5]([C:6](=[O:7])[O:8][CH3:9])[c:10]([I:14])[cH:11][cH:12][cH:13]1)=[O:15].[CH3:40][c:41]1[cH:42][cH:43][cH:44][cH:45][cH:46]1.[Cl:47][CH2:48][Cl:49].[Cs+:38].[Cs+:39].[O:52]=[C:53]([CH:54]=[CH:55][c:56]1[cH:57][cH:58][cH:59][cH:60][cH:61]1)[CH:62]=[CH:63][c:64]1[cH:65][cH:66][cH:67][cH:68][cH:69]1.[O:70]=[C:71]([CH:72]=[CH:73][c:74]1[cH:75][cH:76][cH:77][cH:78][cH:79]1)[CH:80]=[CH:81][c:82]1[cH:83][cH:84][cH:85][cH:86][cH:87]1.[O:88]=[C:89]([CH:90]=[CH:91][c:92]1[cH:93][cH:94][cH:95][cH:96][cH:97]1)[CH:98]=[CH:99][c:100]1[cH:101][cH:102][cH:103][cH:104][cH:105]1.[Pd:50].[Pd:51]>>[CH3:1][O:2][C:3]([c:4]1[c:5]([C:6](=[O:7])[O:8][CH3:9])[c:10]([NH:33][c:19]2[c:18]([O:17][CH3:16])[cH:23][c:22]([O:24][CH2:25][CH2:26][N:27]3[CH2:28][CH2:29][CH2:30][CH2:31][CH2:32]3)[cH:21][cH:20]2)[cH:11][cH:12][cH:13]1)=[O:15]. Starting materials: COc1cccc(C=O)c1OCC(C)C, Cc1nc2sccn2c(=O)c1-c1ccc(C#N)cc1, CC[O-], [Na+]. Yields the product COc1cccc(C=Cc2nc3sccn3c(=O)c2-c2ccc(C#N)cc2)c1OCC(C)C. Reaction SMILES: [CH2:20]([CH:21]([CH3:22])[CH3:23])[O:24][c:25]1[c:26]([CH:27]=[O:28])[cH:29][cH:30][cH:31][c:32]1[O:33][CH3:34].[CH3:1][c:2]1[n:3][c:4]2[n:5]([c:6](=[O:16])[c:7]1-[c:8]1[cH:9][cH:10][c:11]([C:12]#[N:13])[cH:14][cH:15]1)[cH:17][cH:18][s:19]2.[CH3:36][CH2:37][O-:38].[Na+:35]>>[CH:1]([c:2]1[n:3][c:4]2[n:5]([c:6](=[O:16])[c:7]1-[c:8]1[cH:9][cH:10][c:11]([C:12]#[N:13])[cH:14][cH:15]1)[cH:17][cH:18][s:19]2)=[CH:27][c:26]1[c:25]([O:24][CH2:20][CH:21]([CH3:22])[CH3:23])[c:32]([O:33][CH3:34])[cH:31][cH:30][cH:29]1.